Task: describe an organic reaction: reactants, conditions, products, and yield. Dataset: the Open Reaction Database (ORD), a public repository of structured organic reaction records Reactants: [N+](=O)([O-])C=1C=C2C(=C(NC2=CC1)C(=O)OCC)C1=CC=CC=C1 (ethyl 5-nitro-3-phenyl-1H-indole-2-carboxylate), BrCC1=CC=C(C=C1)C1=CC=CC=C1 (4-bromomethylbiphenyl). Yields the product C1(=CC=C(C=C1)CN1C(=C(C2=CC(=CC=C12)[N+](=O)[O-])C1=CC=CC=C1)C(=O)OCC)C1=CC=CC=C1 (Ethyl 1-(1,1′-biphenyl-4-ylmethyl)-5-nitro-3-phenyl-1H-indole-2-carboxylate). As a reaction SMILES: [N+:1]([C:4]1[CH:5]=[C:6]2[C:10](=[CH:11][CH:12]=1)[NH:9][C:8]([C:13]([O:15][CH2:16][CH3:17])=[O:14])=[C:7]2[C:18]1[CH:23]=[CH:22][CH:21]=[CH:20][CH:19]=1)([O-:3])=[O:2].Br[CH2:25][C:26]1[CH:31]=[CH:30][C:29]([C:32]2[CH:37]=[CH:36][CH:35]=[CH:34][CH:33]=2)=[CH:28][CH:27]=1>>[C:29]1([C:32]2[CH:33]=[CH:34][CH:35]=[CH:36][CH:37]=2)[CH:28]=[CH:27][C:26]([CH2:25][N:9]2[C:10]3[C:6](=[CH:5][C:4]([N+:1]([O-:3])=[O:2])=[CH:12][CH:11]=3)[C:7]([C:18]3[CH:23]=[CH:22][CH:21]=[CH:20][CH:19]=3)=[C:8]2[C:13]([O:15][CH2:16][CH3:17])=[O:14])=[CH:31][CH:30]=1. Reported procedure: Ethyl 1-(1,1′-biphenyl-4-ylmethyl)-5-nitro-3-phenyl-1H-indole-2-carboxylate was prepared from ethyl 5-nitro-3-phenyl-1H-indole-2-carboxylate and 4-bromomethylbiphenyl according to the procedure of Example 1 Step 1 as a yellowish solid: 1H NMR (DMSO-d6) δ 0.95 (t, J=7.0 Hz, 3 H), 4.13 (q, J=7.0 Hz, 2 H), 5.96 (s, 2 H), 7.30-7.32 (m, 14 H), 7.62 (d, J=2.3 Hz, 1 H), 8.25 (d, J=2.8 Hz, 1 H), 8.36 (s, 1 H); MS (ESI) m.z 477 (MH+); HRMS calcd for C30H25N2O4: 477.1815; found (ESI+): 477.1806; Anal. cal... Reactants: C[Si](C)(C)I, CC#N, CCOC(C)=O, COCC(C)Oc1cc(Oc2ccc(-c3ncon3)cc2)cc(C(=O)Nc2ccn(C)n2)c1. Yields the product CC(CO)Oc1cc(Oc2ccc(-c3ncon3)cc2)cc(C(=O)Nc2ccn(C)n2)c1. RXN SMILES: [CH3:1][Si:2]([I:3])([CH3:4])[CH3:5].[CH3:39][C:40]#[N:41].[CH3:42][CH2:43][O:44][C:45](=[O:46])[CH3:47].[CH3:6][O:7][CH2:8][CH:9]([O:10][c:11]1[cH:12][c:13]([C:14](=[O:15])[NH:16][c:17]2[n:18][n:19]([CH3:22])[cH:20][cH:21]2)[cH:23][c:24]([O:26][c:27]2[cH:28][cH:29][c:30](-[c:33]3[n:34][o:35][cH:36][n:37]3)[cH:31][cH:32]2)[cH:25]1)[CH3:38]>>[OH:7][CH2:8][CH:9]([O:10][c:11]1[cH:12][c:13]([C:14](=[O:15])[NH:16][c:17]2[n:18][n:19]([CH3:22])[cH:20][cH:21]2)[cH:23][c:24]([O:26][c:27]2[cH:28][cH:29][c:30](-[c:33]3[n:34][o:35][cH:36][n:37]3)[cH:31][cH:32]2)[cH:25]1)[CH3:38]. Starting materials: COC(C1=CC=CC=C1)(OC)OC (trimethyl orthobenzoate), ClC1=NC2=CC=C(C=C2N=C1NN)Cl (2,6-dichloro-3-hydrazinoquinoxaline). Reaction conditions: temperature 120 celsius. Yields the product ClC=1C=2N(C3=CC(=CC=C3N1)Cl)C(=NN2)C2=CC=CC=C2 (4,8-Dichloro-1-phenyl-[1,2,4]triazolo[4,3-a]quinoxaline). Reaction SMILES: CO[C:3](OC)(OC)[C:4]1[CH:9]=[CH:8][CH:7]=[CH:6][CH:5]=1.[Cl:14][C:15]1[C:24]([NH:25][NH2:26])=[N:23][C:22]2[C:17](=[CH:18][CH:19]=[C:20]([Cl:27])[CH:21]=2)[N:16]=1>>[Cl:14][C:15]1[C:24]2[N:23]([C:3]([C:4]3[CH:9]=[CH:8][CH:7]=[CH:6][CH:5]=3)=[N:26][N:25]=2)[C:22]2[C:17]([N:16]=1)=[CH:18][CH:19]=[C:20]([Cl:27])[CH:21]=2. Reported procedure: In a 250 ml. three-necked reaction flask equipped with mechanical stirrer and reflux condenser, there were placed 50.0 g. (0.274 mole) of trimethyl orthobenzoate that had been preheated to ca. 70° C. Stirring was commenced and 10.0 g (0.0437 mole) of 2,6-dichloro-3-hydrazinoquinoxaline, the product of Preparation L(a), were added thereto. The resulting reaction mixture was then heated at ca. 120° C., with continued stirring, for a period of 24 hours, followed by cooling to room temperature (~20°... As a reaction SMILES: I[C:2]1[C:7]([CH3:8])=[CH:6][C:5]([C:9]2[CH:14]=[CH:13][N:12]=[N:11][CH:10]=2)=[CH:4][C:3]=1[CH3:15].[F:16][C:17]1[CH:18]=[CH:19][C:20](B2OC(C)(C)C(C)(C)O2)=[C:21]2[C:25]=1[C@H:24]([O:26][C:27]1[CH:40]=[CH:39][C:30]3[C@H:31]([CH2:34][C:35]([O:37][CH3:38])=[O:36])[CH2:32][O:33][C:29]=3[CH:28]=1)[CH2:23][CH2:22]2.BrC1C=CC(F)=C2C=1CC[C@H]2OC1C=CC2[C@H](CC(OC)=O)COC=2C=1>>[CH3:15][C:3]1[CH:4]=[C:5]([C:9]2[CH:14]=[CH:13][N:12]=[N:11][CH:10]=2)[CH:6]=[C:7]([CH3:8])[C:2]=1[C:20]1[CH:19]=[CH:18][C:17]([F:16])=[C:25]2[C:21]=1[CH2:22][CH2:23][C@H:24]2[O:26][C:27]1[CH:40]=[CH:39][C:30]2[C@H:31]([CH2:34][C:35]([O:37][CH3:38])=[O:36])[CH2:32][O:33][C:29]=2[CH:28]=1. The reactants are IC1=C(C=C(C=C1C)C1=CN=NC=C1)C (4-(4-iodo-3,5-dimethylphenyl)pyridazine), FC=1C=CC(=C2CC[C@H](C12)OC1=CC2=C([C@@H](CO2)CC(=O)OC)C=C1)B1OC(C(O1)(C)C)(C)C (methyl 2-((S)-6-((R)-7-fluoro-4-(4,4,5,5-tetramethyl-1,3,2-dioxaborolan-2-yl)-2,3-dihydro-1H-inden-1-yloxy)-2,3-dihydrobenzofuran-3-yl)acetate), BrC1=C2CC[C@H](C2=C(C=C1)F)OC1=CC2=C([C@@H](CO2)CC(=O)OC)C=C1 (Methyl 2-((S)-6-((R)-4-bromo-7-fluoro-2,3-dihydro-1H-inden-1-yloxy)-2,3-dihydrobenzofuran-3-yl)acetate). Reported procedure: The title compound is prepared from 4-(4-iodo-3,5-dimethylphenyl)pyridazine and methyl 2-((S)-6-((R)-7-fluoro-4-(4,4,5,5-tetramethyl-1,3,2-dioxaborolan-2-yl)-2,3-dihydro-1H-inden-1-yloxy)-2,3-dihydrobenzofuran-3-yl)acetate following a procedure analogous to that described in Step 5 of Intermediate 1. LC (method 15): tR=1.20 min; Mass spectrum (ESI+): m/z=525 [M+H]+. The product is CC1=C(C(=CC(=C1)C1=CN=NC=C1)C)C1=C2CC[C@H](C2=C(C=C1)F)OC1=CC2=C([C@@H](CO2)CC(=O)OC)C=C1 (Methyl 2-((S)-6-((R)-4-(2,6-dimethyl-4-(pyridazin-4-yl)phenyl)-7-fluoro-2,3-dihydro-1H-inden-1-yloxy)-2,3-dihydrobenzofuran-3-yl)acetate). Reaction SMILES: Cl.[CH3:2][O:3][C:4]1[C:16]2[O:15][C:10]3([CH2:14][CH2:13][CH2:12][CH2:11]3)[CH2:9][C:8]=2[C:7]([C:17]2[C:18]([CH3:30])([CH3:29])[C:19](=[O:28])[N:20]([CH:22]3[CH2:27][CH2:26][NH:25][CH2:24][CH2:23]3)[N:21]=2)=[CH:6][CH:5]=1.[F:31][CH:32]([F:44])[O:33][C:34]1[CH:35]=[CH:36][C:37]([CH3:43])=[C:38]([CH:42]=1)[C:39](O)=[O:40]>>[F:31][CH:32]([F:44])[O:33][C:34]1[CH:35]=[CH:36][C:37]([CH3:43])=[C:38]([C:39]([N:25]2[CH2:26][CH2:27][CH:22]([N:20]3[C:19](=[O:28])[C:18]([CH3:30])([CH3:29])[C:17]([C:7]4[C:8]5[CH2:9][C:10]6([O:15][C:16]=5[C:4]([O:3][CH3:2])=[CH:5][CH:6]=4)[CH2:11][CH2:12][CH2:13][CH2:14]6)=[N:21]3)[CH2:23][CH2:24]2)=[O:40])[CH:42]=1 |f:0.1|. The product is FC(OC=1C=CC(=C(C1)C(=O)N1CCC(CC1)N1N=C(C(C1=O)(C)C)C1=CC=C(C2=C1CC1(CCCC1)O2)OC)C)F (2-(1-{[5-(Difluoromethoxy)-2-methylphenyl]carbonyl}piperidin-4-yl)-5-(7-methoxy-3H-spiro[1-benzofuran-2,1′-cyclopentan]-4-yl)-4,4-dimethyl-2,4-dihydro-3H-pyrazol-3-one). Reactants: Cl.COC1=CC=C(C=2CC3(CCCC3)OC21)C=2C(C(N(N2)C2CCNCC2)=O)(C)C (5-(7-methoxy-3H-spiro[1-benzofuran-2,1′-cyclopentan]-4-yl)-4,4-dimethyl-2-piperidin-4-yl-2,4-dihydro-3H-pyrazol-3-one hydrochloride), FC(OC=1C=CC(=C(C(=O)O)C1)C)F (5-(difluoromethoxy)-2-methylbenzoic acid), Cl.COC1=CC=C(C=2CC3(CCCC3)OC21)C=2C(C(N(N2)C2CCNCC2)=O)(C)C (5-(7-methoxy-3H-spiro[1-benzofuran-2,1′-cyclopentan]-4-yl)-4,4-dimethyl-2-piperidin-4-yl-2,4-dihydro-3H-pyrazol-3-one hydrochloride), FC(OC=1C=CC(=C(C(=O)O)C1)C)F (5-(difluoromethoxy)-2-methylbenzoic acid). Procedure: The title compound is prepared analogously as described for GP2-WU2 using 5-(7-methoxy-3H-spiro[1-benzofuran-2,1′-cyclopentan]-4-yl)-4,4-dimethyl-2-piperidin-4-yl-2,4-dihydro-3H-pyrazol-3-one (compound B6) and 5-(difluoromethoxy)-2-methylbenzoic acid (compound F4) as starting compounds. The crude product is purified by chromatography (amino phase silica gel and DCM) and by crystallization from DCM and diethyl ether to yield the title compound.